This data is from the Open Reaction Database (ORD), a public repository of structured organic reaction records. The task is: describe an organic reaction: reactants, conditions, products, and yield Reaction SMILES: [NH:1]1[CH2:7][C:5](=[O:6])[NH:4][C:2]1=[S:3].[OH:8][C:9]1[CH:10]=[C:11]([CH:14]=[C:15]([N+:18]([O-:20])=[O:19])[C:16]=1[OH:17])[CH:12]=O.N1CCCCC1>C(O)(=O)C>[OH:8][C:9]1[CH:10]=[C:11]([CH:12]=[C:7]2[C:5](=[O:6])[NH:4][C:2](=[S:3])[NH:1]2)[CH:14]=[C:15]([N+:18]([O-:20])=[O:19])[C:16]=1[OH:17]. Procedure details: A solution containing 2.9 g (0.025 mol) of 2-thiohydantoin, 4.6 g (0.025 mol) of 3,4-dihydroxy-5-nitrobenzaldehyde and 0.25 ml of piperidine in 50 ml of acetic acid was heated for 7-8 h at 100° C. The crystals were filtered and washed with 2-propanol. Yield 5.0 g (71%), mp>350° C. (decom.). Starting materials: N1C(=S)NC(=O)C1 (2-thiohydantoin), OC=1C=C(C=O)C=C(C1O)[N+](=O)[O-] (3,4-dihydroxy-5-nitrobenzaldehyde), N1CCCCC1 (piperidine). The solvent is C(C)(=O)O (acetic acid). Run at temperature 100 celsius. Product: OC=1C=C(C=C(C1O)[N+](=O)[O-])C=C1NC(NC1=O)=S (4-[(3,4-Dihydroxy-5-nitrophenyl)methylidene]-2-thioxoimidazolidin-5 -one). The reactants are CO, CCOC(C)=O, CC(=O)O, CCCCCCCCCCCCCCCCCC(=O)OC(COC(=O)OCC1OC(n2cnc3c(=O)[nH]c(N)nc32)CC1F)COC(=O)C(NC(=O)OCc1ccccc1)C(C)C, [Pd]. Product: CCCCCCCCCCCCCCCCCC(=O)OC(COC(=O)OCC1OC(n2cnc3c(=O)[nH]c(N)nc32)CC1F)COC(=O)C(N)C(C)C. As a reaction SMILES: [CH3:64][OH:65].[CH3:66][CH2:67][O:68][C:69](=[O:70])[CH3:71].[CH3:72][C:73](=[O:74])[OH:75].[F:1][CH:2]1[CH2:3][CH:4]([n:53]2[cH:54][n:55][c:56]3[c:57](=[O:58])[nH:59][c:60]([NH2:61])[n:62][c:63]23)[O:5][CH:6]1[CH2:7][O:8][C:9](=[O:10])[O:11][CH2:12][CH:13]([CH2:14][O:15][C:16]([CH:17]([NH:18][C:19]([O:20][CH2:21][c:22]1[cH:23][cH:24][cH:25][cH:26][cH:27]1)=[O:28])[CH:29]([CH3:30])[CH3:31])=[O:32])[O:33][C:34]([CH2:35][CH2:36][CH2:37][CH2:38][CH2:39][CH2:40][CH2:41][CH2:42][CH2:43][CH2:44][CH2:45][CH2:46][CH2:47][CH2:48][CH2:49][CH2:50][CH3:51])=[O:52].[Pd:76]>>[F:1][CH:2]1[CH2:3][CH:4]([n:53]2[cH:54][n:55][c:56]3[c:57](=[O:58])[nH:59][c:60]([NH2:61])[n:62][c:63]23)[O:5][CH:6]1[CH2:7][O:8][C:9](=[O:10])[O:11][CH2:12][CH:13]([CH2:14][O:15][C:16]([CH:17]([NH2:18])[CH:29]([CH3:30])[CH3:31])=[O:32])[O:33][C:34]([CH2:35][CH2:36][CH2:37][CH2:38][CH2:39][CH2:40][CH2:41][CH2:42][CH2:43][CH2:44][CH2:45][CH2:46][CH2:47][CH2:48][CH2:49][CH2:50][CH3:51])=[O:52]. Starting materials: FC(C=1C=C(OC2CNC2)C=CC1)(F)F (3-[3-(trifluoromethyl)phenoxy]azetidine), C(C)(C)N=C=O (isopropyl isocyanate). The solvent is C(Cl)Cl (methylene chloride), C(Cl)Cl (methylene chloride). The product is CC(C)NC(=O)N1CC(C1)OC1=CC(=CC=C1)C(F)(F)F (N-(1-Methylethyl)-3-[3-(trifluoromethyl)phenoxy]-1-azetidinecarboxamide). Yield: 39.4%. Reaction SMILES: [F:1][C:2]([F:15])([F:14])[C:3]1[CH:4]=[C:5]([CH:11]=[CH:12][CH:13]=1)[O:6][CH:7]1[CH2:10][NH:9][CH2:8]1.[CH:16]([N:19]=[C:20]=[O:21])([CH3:18])[CH3:17]>C(Cl)Cl>[CH3:17][CH:16]([NH:19][C:20]([N:9]1[CH2:10][CH:7]([O:6][C:5]2[CH:11]=[CH:12][CH:13]=[C:3]([C:2]([F:1])([F:14])[F:15])[CH:4]=2)[CH2:8]1)=[O:21])[CH3:18]. Procedure details: To a stirred and chilled (10°-20° C.) solution of 9.0 g (0.042 mole) of 3-[3-(trifluoromethyl)phenoxy]azetidine in 100 ml of dry methylene chloride was added dropwise 4.1 g (0.048 mole) of isopropyl isocyanate. The reaction mixture was stirred at room temperature for 2 hr and was diluted with 100 ml of methylene chloride. The solution was washed with 5% sodium hydroxide (2×40 ml), water (50 ml), saturated sodium chloride (50 ml), dried (sodium sulfate) and concentrated in vacuo. The residue was ... Starting materials: C(#C)C=1C=NN2C1N=C(C=C2C(F)(F)F)C2=CC=C(C=C2)C(F)(F)F (3-ethynyl-7-trifluoromethyl-5-(4-trifluoromethyl-phenyl)-pyrazolo[1,5-a]pyrimidine), N1=CC=C(C=C1)NS(=O)(=O)C=1SC(=CC1)Br (5-Bromo-thiophene-2-sulfonic acid pyridin-4-ylamide), C(=O)(C(F)(F)F)O (TFA). The product is N1=CC=C(C=C1)NS(=O)(=O)C=1SC(=CC1)C#CC=1C=NN2C1N=C(C=C2C(F)(F)F)C2=CC=C(C=C2)C(F)(F)F (5-[7-Trifluoromethyl-5-(4-trifluoromethyl-phenyl)-pyrazolo[1,5-a]pyrimidin-3-ylethynyl]-thiophene-2-sulfonic acid pyridin-4-ylamide), solid. Isolated yield 54.0%. Procedure details: The title compound was prepared from 3-ethynyl-7-trifluoromethyl-5-(4-trifluoromethyl-phenyl)-pyrazolo[1,5-a]pyrimidine (example C.1) (178 mg, 0.5 mmol) and 5-bromo-thiophene-2-sulfonic acid pyridin-4-ylamide (example B.57) (160 mg, 0.5 mmol) according to general procedure II and subsequent cleavage of the protecting group with TFA in dichloromethane at 0° C. Obtained as an orange solid (160 mg, 54%). MS (ISN) 592.1 [(M−H)−]; mp 209° C. Solvent: ClCCl (dichloromethane). Reaction SMILES: [C:1]([C:3]1[CH:4]=[N:5][N:6]2[C:11]([C:12]([F:15])([F:14])[F:13])=[CH:10][C:9]([C:16]3[CH:21]=[CH:20][C:19]([C:22]([F:25])([F:24])[F:23])=[CH:18][CH:17]=3)=[N:8][C:7]=12)#[CH:2].[N:26]1[CH:31]=[CH:30][C:29]([NH:32][S:33]([C:36]2[S:37][C:38](Br)=[CH:39][CH:40]=2)(=[O:35])=[O:34])=[CH:28][CH:27]=1.C(O)(C(F)(F)F)=O>ClCCl>[N:26]1[CH:31]=[CH:30][C:29]([NH:32][S:33]([C:36]2[S:37][C:38]([C:2]#[C:1][C:3]3[CH:4]=[N:5][N:6]4[C:11]([C:12]([F:14])([F:13])[F:15])=[CH:10][C:9]([C:16]5[CH:21]=[CH:20][C:19]([C:22]([F:25])([F:24])[F:23])=[CH:18][CH:17]=5)=[N:8][C:7]=34)=[CH:39][CH:40]=2)(=[O:34])=[O:35])=[CH:28][CH:27]=1. Reactants: O1C(=CC=C1)C=1OC(=C(N1)COC1=C(C=C(C(=O)NC2=NN(C=C2/C=C/P(OCC)(OCC)=O)C2=CC=CC=C2)C=C1)OC)C (diethyl (E)-2-{3-[(4-{[2-(2-furyl)-5-methyl-1,3-oxazol-4-yl]methoxy)-3-methoxybenzoyl)amino]-1-phenyl-1H-pyrazol-4-yl}ethenylphosphonate), [H-].[Na+] (sodium hydride), CN(C=O)C (N,N-dimethylformamide), CI (methyl iodide). Run in O (Water). The product is O1C(=CC=C1)C=1OC(=C(N1)COC1=C(C=C(C(=O)N(C2=NN(C=C2/C=C/P(OCC)(OCC)=O)C2=CC=CC=C2)C)C=C1)OC)C (diethyl (E)-2-{3-[(4-([2-(2-furyl)-5-methyl-1,3-oxazol-4-yl]methoxy}-3-methoxybenzoyl)(methyl)amino]-1-phenyl-1H-pyrazol-4-yl}ethenylphosphonate). The yield is 78.0%. As a reaction SMILES: [O:1]1[CH:5]=[CH:4][CH:3]=[C:2]1[C:6]1[O:7][C:8]([CH3:45])=[C:9]([CH2:11][O:12][C:13]2[CH:42]=[CH:41][C:16]([C:17]([NH:19][C:20]3[C:24](/[CH:25]=[CH:26]/[P:27](=[O:34])([O:31][CH2:32][CH3:33])[O:28][CH2:29][CH3:30])=[CH:23][N:22]([C:35]4[CH:40]=[CH:39][CH:38]=[CH:37][CH:36]=4)[N:21]=3)=[O:18])=[CH:15][C:14]=2[O:43][CH3:44])[N:10]=1.[H-].[Na+].[CH3:48]N(C)C=O.CI>O>[O:1]1[CH:5]=[CH:4][CH:3]=[C:2]1[C:6]1[O:7][C:8]([CH3:45])=[C:9]([CH2:11][O:12][C:13]2[CH:42]=[CH:41][C:16]([C:17]([N:19]([CH3:48])[C:20]3[C:24](/[CH:25]=[CH:26]/[P:27](=[O:34])([O:28][CH2:29][CH3:30])[O:31][CH2:32][CH3:33])=[CH:23][N:22]([C:35]4[CH:36]=[CH:37][CH:38]=[CH:39][CH:40]=4)[N:21]=3)=[O:18])=[CH:15][C:14]=2[O:43][CH3:44])[N:10]=1 |f:1.2|. Procedure: To a mixture of diethyl (E)-2-{3-[(4-{[2-(2-furyl)-5-methyl-1,3-oxazol-4-yl]methoxy)-3-methoxybenzoyl)amino]-1-phenyl-1H-pyrazol-4-yl}ethenylphosphonate (50 mg), sodium hydride (60% in oil, 3.9 mg) and N,N-dimethylformamide (2 mL) was added methyl iodide (14 mg) with stirring, and the mixture was further stirred at room temperature for 2 hrs. Water was poured into the reaction mixture, and the mixture was extracted with ethyl acetate. The ethyl acetate layer as washed successively with distilled... Starting materials: FC(C(=O)O)(F)F.NC1=NC=2C=C(C3=C(C2C(=N1)NCCO)C=CN3C)I (2-(3-amino-6-iodo-7-methyl-7H-pyrrolo[3,2-f]quinazolin-1-ylamino)-ethanol trifluoroactic acid salt), S1C(=CC=C1)B(O)O (thiophene-2-boronic acid), C([O-])(O)=O.[Na+] (sodium bicarbonate). Reagents/catalysts: [Pd].C1(=CC=CC=C1)P(C1=CC=CC=C1)C1=CC=CC=C1.C1(=CC=CC=C1)P(C1=CC=CC=C1)C1=CC=CC=C1.C1(=CC=CC=C1)P(C1=CC=CC=C1)C1=CC=CC=C1.C1(=CC=CC=C1)P(C1=CC=CC=C1)C1=CC=CC=C1 (tetrakis(triphenylphosphine)-palladium (0)). Solvent: COCCOC (ethylene glycol dimethyl ether), C(C)O (ethanol). Run at time 15 minute. Yields the product FC(C(=O)O)(F)F.NC1=NC=2C=C(C3=C(C2C(=N1)NCCO)C=CN3C)C=3SC=CC3 (2-(3-amino-7-methyl-6-thiophen-2-yl-7H-pyrrolo[3,2-f]quinazolin-1-ylamino)-ethanol trifluoro-acetic acid salt). As a reaction SMILES: [F:1][C:2]([F:7])([F:6])[C:3]([OH:5])=[O:4].[NH2:8][C:9]1[N:18]=[C:17]([NH:19][CH2:20][CH2:21][OH:22])[C:16]2[C:15]3[CH:23]=[CH:24][N:25]([CH3:26])[C:14]=3[C:13](I)=[CH:12][C:11]=2[N:10]=1.[S:28]1[CH:32]=[CH:31][CH:30]=[C:29]1B(O)O.C(=O)(O)[O-].[Na+]>COCCOC.C(O)C.[Pd].C1(P(C2C=CC=CC=2)C2C=CC=CC=2)C=CC=CC=1.C1(P(C2C=CC=CC=2)C2C=CC=CC=2)C=CC=CC=1.C1(P(C2C=CC=CC=2)C2C=CC=CC=2)C=CC=CC=1.C1(P(C2C=CC=CC=2)C2C=CC=CC=2)C=CC=CC=1>[F:1][C:2]([F:7])([F:6])[C:3]([OH:5])=[O:4].[NH2:8][C:9]1[N:18]=[C:17]([NH:19][CH2:20][CH2:21][OH:22])[C:16]2[C:15]3[CH:23]=[CH:24][N:25]([CH3:26])[C:14]=3[C:13]([C:29]3[S:28][CH:32]=[CH:31][CH:30]=3)=[CH:12][C:11]=2[N:10]=1 |f:0.1,3.4,7.8.9.10.11,12.13|. Reported procedure: A solution of 2-(3-amino-6-iodo-7-methyl-7H-pyrrolo[3,2-f]quinazolin-1-ylamino)-ethanol trifluoroactic acid salt (90 mg, 0.23 mmol) in ethylene glycol dimethyl ether (8.0 mL) and ethanol (4.0 mL) at 25° C. was treated with thiophene-2-boronic acid (60 mg, 0.47 mmol), a 2.0 M aqueous sodium bicarbonate solution (2.0 mL), and tetrakis(triphenylphosphine)-palladium (0) (5.0 mg). The resulting mixture was heated to reflux for 18 h. The resulting mixture was concentrated in vacuo and the residue susp... The reactants are OC(C)(C)C1CCN(CC1)CC=1C=CC(=C(C1)N[C@H]1CC[C@H](CC1)C(=O)O)[N+](=O)[O-] (cis-4-(5-((4-(2-hydroxypropan-2-yl)piperidin-1-yl)methyl)-2-nitrophenylamino)cyclohexanecarboxylic acid), C1=CN(C=N1)C(=O)N2C=CN=C2 (CDI), [OH-].[NH4+] (ammonium hydroxide). The solvent is CN(C)C=O (DMF). Conditions: time 8 hour. Product: C1(CCCCC1)C(=O)N (cyclohexane-carboxamide). Yield: 132.6%. As a reaction SMILES: OC(C1CCN(CC2C=CC([N+]([O-])=O)=C(N[C@@H:19]3[CH2:24][CH2:23][C@H:22]([C:25]([OH:27])=O)[CH2:21][CH2:20]3)C=2)CC1)(C)C.C1N=C[N:33](C(N2C=NC=C2)=O)C=1.[OH-].[NH4+]>CN(C=O)C>[CH:22]1([C:25]([NH2:33])=[O:27])[CH2:23][CH2:24][CH2:19][CH2:20][CH2:21]1 |f:2.3|. Reported procedure: To a solution of cis-4-(5-((4-(2-hydroxypropan-2-yl)piperidin-1-yl)methyl)-2-nitrophenylamino)cyclohexanecarboxylic acid (0.53 g, 1.263 mmol) in DMF (7 mL) was added CDI (0.410 g, 2.53 mmol) and aqueous ammonium hydroxide (100 μL, 2.53 mmol). The reaction was stirred overnight at RT. After 16 hours, the reaction mixture was partitioned between water and DCM and the aqueous layer was extracted with DCM. The combined organic layers were washed with water and brine, dried over anhydrous magnesium s... Starting materials: CC(C)O, Nc1nccc2cc(CNC(=O)C3CCCN3C(=O)C(CC3CCCCC3)NCC(=O)O)ccc12, O=S(Cl)Cl. The product is CC(C)OC(=O)CNC(CC1CCCCC1)C(=O)N1CCCC1C(=O)NCc1ccc2c(N)nccc2c1. Reaction SMILES: [CH3:40][CH:41]([CH3:42])[OH:43].[NH2:1][c:2]1[n:3][cH:4][cH:5][c:6]2[cH:7][c:8]([CH2:12][NH:13][C:14]([CH:15]3[N:16]([C:20]([CH:21]([CH2:22][CH:23]4[CH2:24][CH2:25][CH2:26][CH2:27][CH2:28]4)[NH:29][CH2:30][C:31](=[O:32])[OH:33])=[O:34])[CH2:17][CH2:18][CH2:19]3)=[O:35])[cH:9][cH:10][c:11]12.[S:36]([Cl:37])([Cl:38])=[O:39]>>[NH2:1][c:2]1[n:3][cH:4][cH:5][c:6]2[cH:7][c:8]([CH2:12][NH:13][C:14]([CH:15]3[N:16]([C:20]([CH:21]([CH2:22][CH:23]4[CH2:24][CH2:25][CH2:26][CH2:27][CH2:28]4)[NH:29][CH2:30][C:31](=[O:32])[O:33][CH:41]([CH3:40])[CH3:42])=[O:34])[CH2:17][CH2:18][CH2:19]3)=[O:35])[cH:9][cH:10][c:11]12. The reactants are ClCc1ccccc1, CC(C)=O, Cc1ccncc1. Yields the product Cc1cc[n+](Cc2ccccc2)cc1, [Cl-]. RXN SMILES: [CH2:8]([c:9]1[cH:10][cH:11][cH:12][cH:13][cH:14]1)[Cl:15].[CH3:16][C:17](=[O:18])[CH3:19].[CH3:1][c:2]1[cH:3][cH:4][n:5][cH:6][cH:7]1>>[CH3:1][c:2]1[cH:3][cH:4][n+:5]([CH2:8][c:9]2[cH:10][cH:11][cH:12][cH:13][cH:14]2)[cH:6][cH:7]1.[Cl-:15].